Dataset: the Open Reaction Database (ORD), a public repository of structured organic reaction records. Task: describe an organic reaction: reactants, conditions, products, and yield Reactants: CCN=C=NCCCN(C)C (EDCI), COC(=O)C1=CC=C(C=2NC(=NC21)C2=C(C=C(C=C2)N)CCN2CCOCC2)OC (2-[(2-morpholinoethyl)-4-amino-phenyl]-7-methoxy-1H-benzoimidazole-4-carboxylic acid methyl ester), LiOHH2O, ClC=1N=CN(C1Cl)CCCN (4,5-dichloro-1-(3-aminopropyl)imidazole), C=1C=CC2=C(C1)N=NN2O (HOBt). The reagents and catalysts are CN(C)C=1C=CN=CC1 (DMAP). The solvent is C1CCOC1.O (THF H2O). The product is ClC=1N=CN(C1Cl)CCCNC(=O)C1=CC=C(C=2NC(=NC21)C2=C(C=C(C=C2)N)CCN2CCOCC2)OC (2-[(2-morpholinoethyl)-4-amino-phenyl]-7-methoxy-1H-benzoimidazole-4-carboxylic acid-[3-(4,5-dichloro-imidazol-1-yl)-propyl]-amide). Yield: 60.0%. As a reaction SMILES: C[O:2][C:3]([C:5]1[C:13]2[N:12]=[C:11]([C:14]3[CH:19]=[CH:18][C:17]([NH2:20])=[CH:16][C:15]=3[CH2:21][CH2:22][N:23]3[CH2:28][CH2:27][O:26][CH2:25][CH2:24]3)[NH:10][C:9]=2[C:8]([O:29][CH3:30])=[CH:7][CH:6]=1)=O.[Cl:31][C:32]1[N:33]=[CH:34][N:35]([CH2:38][CH2:39][CH2:40][NH2:41])[C:36]=1[Cl:37].CCN=C=NCCCN(C)C.C1C=CC2N(O)N=NC=2C=1>C1COCC1.O.CN(C1C=CN=CC=1)C>[Cl:31][C:32]1[N:33]=[CH:34][N:35]([CH2:38][CH2:39][CH2:40][NH:41][C:3]([C:5]2[C:13]3[N:12]=[C:11]([C:14]4[CH:19]=[CH:18][C:17]([NH2:20])=[CH:16][C:15]=4[CH2:21][CH2:22][N:23]4[CH2:28][CH2:27][O:26][CH2:25][CH2:24]4)[NH:10][C:9]=3[C:8]([O:29][CH3:30])=[CH:7][CH:6]=2)=[O:2])[C:36]=1[Cl:37] |f:4.5|. Procedure: 2-[(2-morpholinoethyl)-4-amino-phenyl]-7-methoxy-1H-benzoimidazole-4-carboxylic acid methyl ester (22 mg, 0.05 mmol) was dissolved in THF/H2O, LiOHH2O (6.7 mg, 0.16 mmol) was added thereto and stirred at room temperature. The resulting solution was filtered to remove residual LiOHH2O, and the solvent was removed. The residue was dried and dissolved in DMF. Added thereto were 4,5-dichloro-1-(3-aminopropyl)imidazole (12.5 mg, 0.06 mmol), EDCI (30.9 mg, 0.16 mmol), DMAP (65.6 mg, 0.54 mmol) and HOB... Reactants: CCCC[Sn](CCCC)(CCCC)c1nc(C)nc(SC)n1, [Cs+], [Cu]I, [F-], COc1ccc(Nc2nc(N(C)C)ncc2I)cn1, C1COCCO1, O, c1ccc(P(c2ccccc2)(c2ccccc2)[Pd](P(c2ccccc2)(c2ccccc2)c2ccccc2)(P(c2ccccc2)(c2ccccc2)c2ccccc2)P(c2ccccc2)(c2ccccc2)c2ccccc2)cc1. Yields the product COc1ccc(Nc2nc(N(C)C)ncc2-c2nc(C)nc(SC)n2)cn1. Reaction SMILES: [CH3:20][c:21]1[n:22][c:23]([Sn:29]([CH2:30][CH2:31][CH2:32][CH3:33])([CH2:34][CH2:35][CH2:36][CH3:37])[CH2:38][CH2:39][CH2:40][CH3:41])[n:24][c:25]([S:27][CH3:28])[n:26]1.[Cs+:43].[Cu:51][I:52].[F-:42].[I:1][c:2]1[c:3]([NH:11][c:12]2[cH:13][n:14][c:15]([O:18][CH3:19])[cH:16][cH:17]2)[n:4][c:5]([N:8]([CH3:9])[CH3:10])[n:6][cH:7]1.[O:44]1[CH2:45][CH2:46][O:47][CH2:48][CH2:49]1.[OH2:50].[cH:53]1[cH:54][cH:55][c:56]([P:57]([Pd:58]([P:59]([c:60]2[cH:61][cH:62][cH:63][cH:64][cH:65]2)([c:66]2[cH:67][cH:68][cH:69][cH:70][cH:71]2)[c:72]2[cH:73][cH:74][cH:75][cH:76][cH:77]2)([P:78]([c:79]2[cH:80][cH:81][cH:82][cH:83][cH:84]2)([c:85]2[cH:86][cH:87][cH:88][cH:89][cH:90]2)[c:91]2[cH:92][cH:93][cH:94][cH:95][cH:96]2)[P:97]([c:98]2[cH:99][cH:100][cH:101][cH:102][cH:103]2)([c:104]2[cH:105][cH:106][cH:107][cH:108][cH:109]2)[c:110]2[cH:111][cH:112][cH:113][cH:114][cH:115]2)([c:116]2[cH:117][cH:118][cH:119][cH:120][cH:121]2)[c:122]2[cH:123][cH:124][cH:125][cH:126][cH:127]2)[cH:128][cH:129]1>>[c:2]1(-[c:23]2[n:22][c:21]([CH3:20])[n:26][c:25]([S:27][CH3:28])[n:24]2)[c:3]([NH:11][c:12]2[cH:13][n:14][c:15]([O:18][CH3:19])[cH:16][cH:17]2)[n:4][c:5]([N:8]([CH3:9])[CH3:10])[n:6][cH:7]1. The reactants are CN(C)CCn1cc(-c2cccc(Br)c2)c(OCc2ccccc2)n1, CCOC(C)=O, Cc1ccccc1, [K+], [K+], [K+], O, OB(O)c1ccc(F)cc1, O=P([O-])([O-])[O-]. Yields the product CN(C)CCn1cc(-c2cccc(-c3ccc(F)cc3)c2)c(OCc2ccccc2)n1. Reaction SMILES: [CH2:19]([c:20]1[cH:21][cH:22][cH:23][cH:24][cH:25]1)[O:26][c:27]1[n:28][n:29]([CH2:39][CH2:40][N:41]([CH3:42])[CH3:43])[cH:30][c:31]1-[c:32]1[cH:33][c:34]([Br:38])[cH:35][cH:36][cH:37]1.[CH3:44][CH2:45][O:46][C:47](=[O:48])[CH3:49].[CH3:50][c:51]1[cH:52][cH:53][cH:54][cH:55][cH:56]1.[K+:16].[K+:17].[K+:18].[OH2:57].[OH:1][B:2]([OH:3])[c:4]1[cH:5][cH:6][c:7]([F:8])[cH:9][cH:10]1.[P:11]([O-:12])([O-:13])([O-:14])=[O:15]>>[c:4]1(-[c:34]2[cH:33][c:32](-[c:31]3[c:27]([O:26][CH2:19][c:20]4[cH:21][cH:22][cH:23][cH:24][cH:25]4)[n:28][n:29]([CH2:39][CH2:40][N:41]([CH3:42])[CH3:43])[cH:30]3)[cH:37][cH:36][cH:35]2)[cH:5][cH:6][c:7]([F:8])[cH:9][cH:10]1. The reactants are Compound 29, C=1(C(=CC=CC1)S(=O)(=O)O)C (o-toluenesulfonic acid), [N+](=[N-])=CC(CCC)=O (1-diazo-2-pentanone). Solvent: C(Cl)(Cl)Cl (chloroform). Product: O=C(COS(=O)(=O)C=1C(=CC=CC1)C)CCC (2-oxopentyl-o-toluene sulfonate). The yield is 59.9%. Reaction SMILES: [N+](=[CH:3][C:4](=[O:8])[CH2:5][CH2:6][CH3:7])=[N-].[C:9]1([CH3:19])[C:10]([S:15]([OH:18])(=[O:17])=[O:16])=[CH:11][CH:12]=[CH:13][CH:14]=1>C(Cl)(Cl)Cl>[O:8]=[C:4]([CH2:5][CH2:6][CH3:7])[CH2:3][O:18][S:15]([C:10]1[C:9]([CH3:19])=[CH:14][CH:13]=[CH:12][CH:11]=1)(=[O:16])=[O:17]. Reported procedure: A 1.0 g quantity of 1-diazo-2-pentanone is dissolved in 50 ml of chloroform, and 2.2 g of o-toluenesulfonic acid is slowly added to the solution. The same procedure as in Example 1 is thereafter repeated to afford 1.37 g of 2-oxopentyl-o-toluene sulfonate in the form of a transparent colorless oil (Compound 29). The reactants are NC1=C(C=C(C=C1)CC1=CC=C(C=C1)OC)C(=O)C1=C(C=NN1C)I ([2-amino-5-(4-methoxybenzyl)phenyl](4-iodo-1-methyl-1H-pyrazol-5-yl)methanone), NC1=C(C=C(C=C1)CC1=CC=C(C=C1)Cl)C(=O)C1=C(C=NN1C)I ([2-amino-5-(4-chlorobenzyl)phenyl](4-iodo-1-methyl-1H-pyrazol-5-yl)methanone). Product: COC1=CC=C(CC2=CC=3C(C4=C(NC3C=C2)C=NN4C)=O)C=C1 (7-(4-METHOXYBENZYL)-1-METHYL-1,4-DIHYDRO-9H-PYRAZOLO[4,3-b]QUINOLIN-9-ONE). RXN SMILES: [NH2:1][C:2]1[CH:7]=[CH:6][C:5]([CH2:8][C:9]2[CH:14]=[CH:13][C:12]([O:15][CH3:16])=[CH:11][CH:10]=2)=[CH:4][C:3]=1[C:17]([C:19]1[N:23]([CH3:24])[N:22]=[CH:21][C:20]=1I)=[O:18].NC1C=CC(CC2C=CC(Cl)=CC=2)=CC=1C(C1N(C)N=CC=1I)=O>>[CH3:16][O:15][C:12]1[CH:13]=[CH:14][C:9]([CH2:8][C:5]2[CH:6]=[CH:7][C:2]3[NH:1][C:20]4[CH:21]=[N:22][N:23]([CH3:24])[C:19]=4[C:17](=[O:18])[C:3]=3[CH:4]=2)=[CH:10][CH:11]=1. Reported procedure: The title compound was prepared according to the procedure of step 6 in EXAMPLE 13 using [2-amino-5-(4-methoxybenzyl)phenyl](4-iodo-1-methyl-1H-pyrazol-5-yl)methanone (EXAMPLE 16, step 4), instead of [2-amino-5-(4-chlorobenzyl)phenyl](4-iodo-1-methyl-1H-pyrazol-5-yl)methanone. Product: CC1=CC(=NC=C1)NCCCCC(=O)O (5-[N-(4-Methylpyridin-2-yl)amino]pentanoic acid). The solvent is CO (methanol). Starting materials: CC1=CC(=NC=C1)NCCCCC(=O)OCC (Ethyl 5-[N-(4-methylpyridin-2-yl)amino]pentanoate), [OH-].[Na+] (NaOH). RXN SMILES: [CH3:1][C:2]1[CH:7]=[CH:6][N:5]=[C:4]([NH:8][CH2:9][CH2:10][CH2:11][CH2:12][C:13]([O:15]CC)=[O:14])[CH:3]=1.[OH-].[Na+]>CO>[CH3:1][C:2]1[CH:7]=[CH:6][N:5]=[C:4]([NH:8][CH2:9][CH2:10][CH2:11][CH2:12][C:13]([OH:15])=[O:14])[CH:3]=1 |f:1.2|. Yield: 26.6%. Conditions: time 8 hour. Procedure details: Ethyl 5-[N-(4-methylpyridin-2-yl)amino]pentanoate (16.7 g, 70.7 mmol, obtainable in accordance with Example 3a)) was dissolved in methanol (20 ml), 2N aqueous NaOH (71 ml, 141 mmol) was added, and the mixture was stirred overnight at room temperature. The solvent was then removed, and the resultant solid was extracted thoroughly with CHCl3 (500 ml) and an excess of DIPEA. The filtrate was evaporated and dried, giving a colourless solid (3.92 g, 18.8 mmol, 27%).